This data is from the Open Reaction Database (ORD), a public repository of structured organic reaction records. The task is: describe an organic reaction: reactants, conditions, products, and yield Reactants: C(C)[Zn]CC (diethylzinc), ICI (diiodomethane), C(C1=CC=CC=C1)OC(=O)N1CCC(=CC1)CCO (2-[1-(benzyloxycarbonyl)-1,2,3,6-tetrahydropyridin-4-yl]ethanol), [Cl-].[NH4+] (ammonium chloride), Cl (hydrochloric acid). Run in ClC(C)Cl (dichloroethane), ClC(C)Cl (dichloroethane). Run at time 6 day. Yields the product C(C1=CC=CC=C1)OC(=O)N1CC2CC2(CC1)CCO (2-[3-(Benzyloxycarbonyl)-3-azabicyclo[4.1.0]hept-6-yl]ethanol). Reaction SMILES: [CH2:1]([Zn]CC)C.ICI.[CH2:9]([O:16][C:17]([N:19]1[CH2:24][CH:23]=[C:22]([CH2:25][CH2:26][OH:27])[CH2:21][CH2:20]1)=[O:18])[C:10]1[CH:15]=[CH:14][CH:13]=[CH:12][CH:11]=1.[Cl-].[NH4+].Cl>ClC(Cl)C>[CH2:9]([O:16][C:17]([N:19]1[CH2:20][CH2:21][C:22]2([CH2:25][CH2:26][OH:27])[CH:23]([CH2:1]2)[CH2:24]1)=[O:18])[C:10]1[CH:15]=[CH:14][CH:13]=[CH:12][CH:11]=1 |f:3.4|. Reported procedure: Under ice-cooling, 75 ml of diethylzinc and 33.5 g of diiodomethane were added to 500 ml of dichloroethane. After further adding a solution of 6.53 g of 2-[1-(benzyloxycarbonyl)-1,2,3,6-tetrahydropyridin-4-yl]ethanol in dichloroethane (20 ml), the resulting mixture was stirred at room temperature for 6 days. Then the reaction mixture was poured into a mixture of saturated ammonium chloride with 1 N hydrochloric acid, washed with a saturated aqueous solution of sodium chloride and dried over anhy... Reactants: [Na] (sodium), COCCO (2-methoxyethanol), OC1=CC=C(C(=O)OC)C=C1 (methyl 4-hydroxy-benzoate). Yields the product OC1=CC=C(C(=O)OCCOC)C=C1 (2-methoxyethyl 4-hydroxybenzoate). RXN SMILES: [Na].[OH:2][C:3]1[CH:12]=[CH:11][C:6]([C:7]([O:9][CH3:10])=[O:8])=[CH:5][CH:4]=1.[CH3:13][O:14][CH2:15]CO>>[OH:2][C:3]1[CH:4]=[CH:5][C:6]([C:7]([O:9][CH2:10][CH2:13][O:14][CH3:15])=[O:8])=[CH:11][CH:12]=1 |^1:0|. Procedure: In the first step (as in the Example 4) 1 g (43 mmol) of sodium was dissolved in 25 ml of 2-methoxyethanol. An amount of 3.0 g (22 mmol) of methyl 4-hydroxy-benzoate was added, producing 2-methoxyethyl 4-hydroxybenzoate, as a colourless oil, in essentially quantitative yield. Product: CC(C)(C)C(O)C(CC1CCCCC1)n1cncn1. As a reaction SMILES: [BH4-:20].[CH3:23][OH:24].[CH:1]1([CH2:7][CH:8]([C:9]([C:10]([CH3:11])([CH3:12])[CH3:13])=[O:14])[n:15]2[n:16][cH:17][n:18][cH:19]2)[CH2:2][CH2:3][CH2:4][CH2:5][CH2:6]1.[ClH:22].[Na+:21].[OH2:25]>>[CH:1]1([CH2:7][CH:8]([CH:9]([C:10]([CH3:11])([CH3:12])[CH3:13])[OH:14])[n:15]2[n:16][cH:17][n:18][cH:19]2)[CH2:2][CH2:3][CH2:4][CH2:5][CH2:6]1. The reactants are [BH4-], CO, CC(C)(C)C(=O)C(CC1CCCCC1)n1cncn1, Cl, [Na+], O. The reactants are COC(=O)C=1SC=C(C1Cl)C (2-methoxycarbonyl-3-chloro-4-methylthiophene), BrN1C(CCC1=O)=O (N-bromosuccinimide), C(C1=CC=CC=C1)(=O)OOC(C1=CC=CC=C1)=O (benzoyl peroxide). The solvent is C1=CC=CC=C1 (benzene). Product: COC(=O)C=1SC=C(C1Cl)CBr (2-methoxycarbonyl-3-chloro-4-(bromomethyl)thiophene). Yield: 57.1%. As a reaction SMILES: [CH3:1][O:2][C:3]([C:5]1[S:6][CH:7]=[C:8]([CH3:11])[C:9]=1[Cl:10])=[O:4].[Br:12]N1C(=O)CCC1=O.C(OOC(=O)C1C=CC=CC=1)(=O)C1C=CC=CC=1>C1C=CC=CC=1>[CH3:1][O:2][C:3]([C:5]1[S:6][CH:7]=[C:8]([CH2:11][Br:12])[C:9]=1[Cl:10])=[O:4]. Procedure details: To 2-methoxycarbonyl-3-chloro-4-methylthiophene (0.25 g, 1.3 mmol) in dry benzene (25 mL) were added N-bromosuccinimide (0.28 g, 1.6 mmol) and benzoyl peroxide (0.03 g, 0.13 mmol). The mixture was refluxed while irradiating with a 250 Watt lamp. After 2 hours the reaction was cooled and concentrated of all volatiles in vacuo. Purification by flash chromatography on silica gel afforded 0.20 g (58% yield) of 2-methoxycarbonyl-3-chloro-4-(bromomethyl)thiophene as a white solid; NMR (CDCl3) 7.6 (s, ... Reactants: S1C(=CC=C1)CC(=O)NC1([C@@H]2N(C(=C(CS2)C)C(=O)OC(C2=CC=CC=C2)C2=CC=CC=C2)C1=O)OC (benzhydryl 7-(2-thienylacetamido)-7-methoxy-3-methyl-3-cephem-4-carboxylate), [Br-].[K+] (potassium bromide). Reagents/catalysts: C(C)(=O)[O-].[Mn+3].C(C)(=O)[O-].C(C)(=O)[O-] (Manganese (III) acetate). Solvent: C(C)(=O)O (acetic acid). Conditions: temperature 70 celsius. Yields the product S1C(=CC=C1)CC(=O)NC1([C@@H]2N(C(=C(CS2)COC(C)=O)C(=O)OC(C2=CC=CC=C2)C2=CC=CC=C2)C1=O)OC (benzhydryl 7-(2-thienylacetamido)-7 -methoxy-3-acetoxymethyl-3-cephem-4-carboxylate). Reaction SMILES: [S:1]1[CH:5]=[CH:4][CH:3]=[C:2]1[CH2:6][C:7]([NH:9][C:10]1([O:36][CH3:37])[C:34](=[O:35])[N:12]2[C:13]([C:18]([O:20][CH:21]([C:28]3[CH:33]=[CH:32][CH:31]=[CH:30][CH:29]=3)[C:22]3[CH:27]=[CH:26][CH:25]=[CH:24][CH:23]=3)=[O:19])=[C:14]([CH3:17])[CH2:15][S:16][C@H:11]12)=[O:8].[Br-].[K+]>C(O)(=O)C.C([O-])(=O)C.[Mn+3].C([O-])(=O)C.C([O-])(=O)C>[S:1]1[CH:5]=[CH:4][CH:3]=[C:2]1[CH2:6][C:7]([NH:9][C:10]1([O:36][CH3:37])[C:34](=[O:35])[N:12]2[C:13]([C:18]([O:20][CH:21]([C:22]3[CH:23]=[CH:24][CH:25]=[CH:26][CH:27]=3)[C:28]3[CH:33]=[CH:32][CH:31]=[CH:30][CH:29]=3)=[O:19])=[C:14]([CH2:17][O:20][C:18](=[O:19])[CH3:13])[CH2:15][S:16][C@H:11]12)=[O:8] |f:1.2,4.5.6.7|. Procedure: Manganese (III) acetate (5.0 g.) in acetic acid (60 ml.) is heated to 70°C. under nitrogen. To the stirred solution is added benzhydryl 7-(2-thienylacetamido)-7-methoxy-3-methyl-3-cephem-4-carboxylate (4.0 g.) and potassium bromide (0.5 g.). The solution is maintained at 70°C. for about eight hours. The reaction mixture is cooled and manganese (II) acetate is filtered from the cooled solution. The solvent is removed under vacuum to afford benzhydryl 7-(2-thienylacetamido)-7 -methoxy-3-acetoxymet... Reaction SMILES: [NH2:1][C:2]1[CH:3]=[CH:4][C:5]2[O:9][C:8]([N+:10]([O-:12])=[O:11])=[C:7]([C:13]3[CH:18]=[CH:17][CH:16]=[CH:15][CH:14]=3)[C:6]=2[CH:19]=1.[Cl:20][CH2:21][C:22](Cl)=[O:23]>C(O)(=O)C>[Cl:20][CH2:21][C:22]([NH:1][C:2]1[CH:3]=[CH:4][C:5]2[O:9][C:8]([N+:10]([O-:12])=[O:11])=[C:7]([C:13]3[CH:18]=[CH:17][CH:16]=[CH:15][CH:14]=3)[C:6]=2[CH:19]=1)=[O:23]. Product: ClCC(=O)NC=1C=CC2=C(C(=C(O2)[N+](=O)[O-])C2=CC=CC=C2)C1 (5-(α-chloroacetamido)-2-nitro-3-phenylbenzofuran). The reactants are NC=1C=CC2=C(C(=C(O2)[N+](=O)[O-])C2=CC=CC=C2)C1 (5-amino-2-nitro-3-phenylbenzofuran), ClCC(=O)Cl (α-chloroacetyl chloride). Procedure: Using the method of Example 10, 5-amino-2-nitro-3-phenylbenzofuran is reacted with α-chloroacetyl chloride in acetic acid to provide 5-(α-chloroacetamido)-2-nitro-3-phenylbenzofuran. Solvent: C(C)(=O)O (acetic acid). The reactants are Cc1[nH]c(C(=O)NC2CCN(c3nccs3)CC2)c(Cl)c1Cl, COC(=O)c1cc(N2CCC(NC(=O)c3[nH]c(C)c(Cl)c3Cl)CC2)nc(N2CCCC2)n1. Yields the product Cc1[nH]c(C(=O)NC2CCN(c3cc(C(=O)O)nc(N4CCCC4)n3)CC2)c(Cl)c1Cl. RXN SMILES: [Cl:1][c:2]1[c:3]([Cl:4])[c:5]([CH3:6])[nH:7][c:8]1[C:9]([NH:10][CH:11]1[CH2:12][CH2:13][N:14]([c:15]2[s:16][cH:17][cH:18][n:19]2)[CH2:20][CH2:21]1)=[O:22].[Cl:23][c:24]1[c:25]([C:31](=[O:32])[NH:33][CH:34]2[CH2:35][CH2:36][N:37]([c:40]3[cH:41][c:42]([C:51](=[O:52])[O:53][CH3:54])[n:43][c:44]([N:46]4[CH2:47][CH2:48][CH2:49][CH2:50]4)[n:45]3)[CH2:38][CH2:39]2)[nH:26][c:27]([CH3:30])[c:28]1[Cl:29]>>[Cl:23][c:24]1[c:25]([C:31](=[O:32])[NH:33][CH:34]2[CH2:35][CH2:36][N:37]([c:40]3[cH:41][c:42]([C:51](=[O:52])[OH:53])[n:43][c:44]([N:46]4[CH2:47][CH2:48][CH2:49][CH2:50]4)[n:45]3)[CH2:38][CH2:39]2)[nH:26][c:27]([CH3:30])[c:28]1[Cl:29].